This data is from the Open Reaction Database (ORD), a public repository of structured organic reaction records. The task is: describe an organic reaction: reactants, conditions, products, and yield Starting materials: C(C)(C)(C)C=1C=C(C2=C(C(C(O2)=O)C2=CC=C(C=C2)OCCO)C1)C(C)(C)C (5,7-di-tert-butyl-3-[4-(2-hydroxyethoxy)phenyl]-benzofuran-2-one), C(C)(C)(C)C=1C=C(C2=C(C(C(O2)=O)C2=CC=C(C=C2)OCCO)C1)C(C)(C)C (5,7-di-tert-butyl-3-[4-(2-hydroxyethoxy)phenyl]-benzofuran-2-one), C(CCCCCCCCCCCCCCCCC)(=O)Cl (stearoyl chloride). The solvent is C1(=CC=CC=C1)C (toluene). Yields the product C(C)(C)(C)C=1C=C(C2=C(C(C(O2)=O)C2=CC=C(C=C2)OCCOC(CCCCCCCCCCCCCCCCC)=O)C1)C(C)(C)C (5,7-di-tert-butyl-3-[4-(2-stearoyloxyethoxy)phenyl]benzofuran-2-one). Isolated yield 88.9%. As a reaction SMILES: [C:1]([C:5]1[CH:6]=[C:7]([C:25]([CH3:28])([CH3:27])[CH3:26])[C:8]2[O:12][C:11](=[O:13])[CH:10]([C:14]3[CH:19]=[CH:18][C:17]([O:20][CH2:21][CH2:22][OH:23])=[CH:16][CH:15]=3)[C:9]=2[CH:24]=1)([CH3:4])([CH3:3])[CH3:2].[C:29](Cl)(=[O:47])[CH2:30][CH2:31][CH2:32][CH2:33][CH2:34][CH2:35][CH2:36][CH2:37][CH2:38][CH2:39][CH2:40][CH2:41][CH2:42][CH2:43][CH2:44][CH2:45][CH3:46]>C1(C)C=CC=CC=1>[C:1]([C:5]1[CH:6]=[C:7]([C:25]([CH3:28])([CH3:27])[CH3:26])[C:8]2[O:12][C:11](=[O:13])[CH:10]([C:14]3[CH:19]=[CH:18][C:17]([O:20][CH2:21][CH2:22][O:23][C:29](=[O:47])[CH2:30][CH2:31][CH2:32][CH2:33][CH2:34][CH2:35][CH2:36][CH2:37][CH2:38][CH2:39][CH2:40][CH2:41][CH2:42][CH2:43][CH2:44][CH2:45][CH3:46])=[CH:16][CH:15]=3)[C:9]=2[CH:24]=1)([CH3:4])([CH3:3])[CH3:2]. Reported procedure: A suspension of 11.4 g (30 mmol) of 5,7-di-tert-butyl-3-[4-(2-hydroxyethoxy)phenyl]ben-zofuran-2-one (compound (105), Example 3) and 9.4 g (31 mmol) of stearoyl chloride in 60 ml of toluene is refluxed for 4 hours. The reaction mixture is then concentrated on a vacuum rotary evaporator, and the residue is recrystallized from methanol to give 17.3 g (89%) of 5,7-di-tert-butyl-3-[4-(2-stearoyloxyethoxy)phenyl]benzofuran-2-one, m.p. 54°-60° C. (compound (107), Table 1). Reported procedure: A solution of ethyl 3-(difluoromethyl)-1H-pyrazole-4-carboxylic acid (190 mg, 1.0 mmol), 2-chloro-5-fluoro-pyrimidine (132 mg, 1.0 mmol) and K2CO3 (276 mg, 2.0 mmol) in NMP (2.0 mL) is heated in a microwave reactor at 150° C. for 1 h. The mixture is poured into H2O, extracted with EtOAc (3×25 mL) and dried over anhydrous MgSO4. The crude product is purified by silica gel column chromatography using 15-25% EtOAc/hexane to afford the title compound as a white solid. Starting materials: O (H2O), C(C)N1N=C(C(=C1)C(=O)O)C(F)F (ethyl 3-(difluoromethyl)-1H-pyrazole-4-carboxylic acid), ClC1=NC=C(C=N1)F (2-chloro-5-fluoro-pyrimidine), C(=O)([O-])[O-].[K+].[K+] (K2CO3), CN1CCCC1=O (NMP). The product is FC(C1=NN(C=C1C(=O)OCC)C1=NC=C(C=N1)F)F (Ethyl 3-(difluoromethyl)-1-(5-fluoropyrimidin-2-yl)-1H-pyrazole-4-carboxylate). RXN SMILES: [CH2:1]([N:3]1[CH:7]=[C:6]([C:8]([OH:10])=[O:9])[C:5]([CH:11]([F:13])[F:12])=[N:4]1)C.ClC1[N:20]=[CH:19][C:18]([F:21])=[CH:17][N:16]=1.C([O-])([O-])=O.[K+].[K+].O.CN1C(=O)C[CH2:32][CH2:31]1>>[F:12][CH:11]([F:13])[C:5]1[C:6]([C:8]([O:10][CH2:31][CH3:32])=[O:9])=[CH:7][N:3]([C:1]2[N:20]=[CH:19][C:18]([F:21])=[CH:17][N:16]=2)[N:4]=1 |f:2.3.4|. The reactants are C(C)(=O)OCC1=NC(=C(C(=C1CCCCC)C1=CC=C(C=C1)F)CO[Si](C1=CC=CC=C1)(C1=CC=CC=C1)C(C)(C)C)C(C)C (2-Acetoxymethyl-3-pentyl-4-(4-fluorophenyl)-5-(t-butyldiphenylsiloxy)methyl-6-isopropylpyridine), C([O-])([O-])=O.[K+].[K+] (potassium carbonate). Run in CO (methanol), O (water), C(C)(=O)OCC (ethyl acetate). Product: OCC1=NC(=C(C(=C1CCCCC)C1=CC=C(C=C1)F)CO[Si](C1=CC=CC=C1)(C1=CC=CC=C1)C(C)(C)C)C(C)C (2-Hydroxymethyl-3-pentyl-4-(4-fluorophenyl)-5-(t-butyldiphenylsiloxy)methyl-6-isopropylpyridine). Yield: 107.0%. As a reaction SMILES: C([O:4][CH2:5][C:6]1[C:11]([CH2:12][CH2:13][CH2:14][CH2:15][CH3:16])=[C:10]([C:17]2[CH:22]=[CH:21][C:20]([F:23])=[CH:19][CH:18]=2)[C:9]([CH2:24][O:25][Si:26]([C:39]([CH3:42])([CH3:41])[CH3:40])([C:33]2[CH:38]=[CH:37][CH:36]=[CH:35][CH:34]=2)[C:27]2[CH:32]=[CH:31][CH:30]=[CH:29][CH:28]=2)=[C:8]([CH:43]([CH3:45])[CH3:44])[N:7]=1)(=O)C.C(=O)([O-])[O-].[K+].[K+]>CO.O.C(OCC)(=O)C>[OH:4][CH2:5][C:6]1[C:11]([CH2:12][CH2:13][CH2:14][CH2:15][CH3:16])=[C:10]([C:17]2[CH:22]=[CH:21][C:20]([F:23])=[CH:19][CH:18]=2)[C:9]([CH2:24][O:25][Si:26]([C:39]([CH3:42])([CH3:41])[CH3:40])([C:27]2[CH:32]=[CH:31][CH:30]=[CH:29][CH:28]=2)[C:33]2[CH:38]=[CH:37][CH:36]=[CH:35][CH:34]=2)=[C:8]([CH:43]([CH3:44])[CH3:45])[N:7]=1 |f:1.2.3|. Procedure: A mixture of the intermediate obtained in Step A (60 mg, 0.096 mmol) and potassium carbonate (5 equiv) in methanol (8 mL) and water (2 mL) was refluxed for 1.5 h. The mixture was diluted with ethyl acetate and washed with saturated aqueous sodium chloride solution. Concentration of the organic phase provided a colorless solid (60 mg, 100%) that was used in the next step without purification. 1H NMR (300 MHz, CDCl3): δ 7.4-7.2 (m, 10H), 7.11 (m, 4H), 4.90 (s, 2H), 4.39 (s, 2H), 3.34 (sept, 7.0 Hz... Reactants: C(CN)N (ethylene diamine), C(C1=CC=CC=C1)=O (benzaldehyde). Solvent: C1(=CC=CC=C1)C (toluene). Product: C(C1=CC=CC=C1)=NCCN=CC1=CC=CC=C1 (N,N'-dibenzylidene ethylenediamine). Reaction SMILES: [CH2:1]([NH2:4])[CH2:2][NH2:3].[CH:5](=O)[C:6]1[CH:11]=[CH:10][CH:9]=[CH:8][CH:7]=1>C1(C)C=CC=CC=1>[CH:5](=[N:3][CH2:2][CH2:1][N:4]=[CH:5][C:6]1[CH:11]=[CH:10][CH:9]=[CH:8][CH:7]=1)[C:6]1[CH:11]=[CH:10][CH:9]=[CH:8][CH:7]=1. Reported procedure: A mixture of ethylene diamine (12.02 g; 0.2 mole) and benzaldehyde (42.44 g; 0.4 mole) in toluene (200 ml) was refluxed for 4 hours using a Dean-Stark trap. The toluene was then removed under vacuum. The residual oil crystallized on cooling. The resulting product was dried in a vacuum oven for 24 hours at room temperature and had a melting point of 52°-54°C. The reactants are OC=1C=C2C(C=C(OC2=CC1)C1=CC=CC=C1)=O (6-hydroxyflavone), BrCCCCCCCl (1-bromo-6-chlorohexane), OCCN1CCNCC1 (4-(2-Hydroxyethyl)piperazine). Yields the product Cl.OCCN1CCN(CC1)CCCCCCOC=1C=CC2=C(C(C=C(O2)C2=CC=CC=C2)=O)C1 (6-[6-(4-(2-Hydroxyethyl)piperazinyl)hexoxy]-2-phenyl-4H-1-benzopyran-4-one hydrochloride). RXN SMILES: [OH:1][C:2]1[CH:3]=[C:4]2[C:9](=[CH:10][CH:11]=1)[O:8][C:7]([C:12]1[CH:17]=[CH:16][CH:15]=[CH:14][CH:13]=1)=[CH:6][C:5]2=[O:18].Br[CH2:20][CH2:21][CH2:22][CH2:23][CH2:24][CH2:25][Cl:26].[OH:27][CH2:28][CH2:29][N:30]1[CH2:35][CH2:34][NH:33][CH2:32][CH2:31]1>>[ClH:26].[OH:27][CH2:28][CH2:29][N:30]1[CH2:35][CH2:34][N:33]([CH2:20][CH2:21][CH2:22][CH2:23][CH2:24][CH2:25][O:1][C:2]2[CH:11]=[CH:10][C:9]3[O:8][C:7]([C:12]4[CH:17]=[CH:16][CH:15]=[CH:14][CH:13]=4)=[CH:6][C:5](=[O:18])[C:4]=3[CH:3]=2)[CH2:32][CH2:31]1 |f:3.4|. Reported procedure: The compound was prepared by the method of Example 3 from 6-hydroxyflavone, 1-bromo-6-chlorohexane, and 4-(2-Hydroxyethyl)piperazine: mp 239°-241° C. Reactants: N(=NC(=O)N1CCCCC1)C(=O)N1CCCCC1 (1,1′-(Azodicarbonyl)dipiperidine), C(C)(C)(C)OC(=O)NC1=NSN=C1 (3-t-butyloxycarbonylamino-1,2,5-thiadiazole), C(C1=CC=CC=C1)N1CC=C(CC1)C1=C(C=C(C=C1F)N1C(O[C@H](C1)CO)=O)F (3-(4-(1-benzyl-1,2,5,6-tetrahydropyrid-4-yl)-3,5-difluorophenyl)-5(R)-hydroxymethyloxazolidin-2-one), C(CCC)P(CCCC)CCCC (tributylphosphine). Solvent: O1CCCC1 (tetrahydrofuran). Reaction conditions: time 30 minute. Yield: 63.7%. Procedure: 1,1′-(Azodicarbonyl)dipiperidine (680 mg, 2.7 mM) was added portionwise to a stirred solution of 3-t-butyloxycarbonylamino-1,2,5-thiadiazole (543 mg, 2.7 mM, see WO 93-13091), 3-(4-(1-benzyl-1,2,5,6-tetrahydropyrid-4-yl)-3,5-difluorophenyl)-5(R)-hydroxymethyloxazolidin-2-one (720 mg, 1.8 mM; prepared by analogy with 3-fluoro compound—see WO 97-30995) and tributylphosphine (540 mg, 2.7 mM) in dry tetrahydrofuran (25 ml) at 0° under nitrogen. The mixture was stirred at 0° for 30 minutes and then a... As a reaction SMILES: N(C(N1CCCCC1)=O)=NC(N1CCCCC1)=O.[C:19]([O:23][C:24]([NH:26][C:27]1[CH:31]=[N:30][S:29][N:28]=1)=[O:25])([CH3:22])([CH3:21])[CH3:20].[CH2:32]([N:39]1[CH2:44][CH2:43][C:42]([C:45]2[C:50]([F:51])=[CH:49][C:48]([N:52]3[CH2:56][C@H:55]([CH2:57]O)[O:54][C:53]3=[O:59])=[CH:47][C:46]=2[F:60])=[CH:41][CH2:40]1)[C:33]1[CH:38]=[CH:37][CH:36]=[CH:35][CH:34]=1.C(P(CCCC)CCCC)CCC>O1CCCC1>[CH2:32]([N:39]1[CH2:44][CH2:43][C:42]([C:45]2[C:50]([F:51])=[CH:49][C:48]([N:52]3[CH2:56][C@H:55]([CH2:57][N:26]([C:27]4[CH:31]=[N:30][S:29][N:28]=4)[C:24]([O:23][C:19]([CH3:22])([CH3:20])[CH3:21])=[O:25])[O:54][C:53]3=[O:59])=[CH:47][C:46]=2[F:60])=[CH:41][CH2:40]1)[C:33]1[CH:34]=[CH:35][CH:36]=[CH:37][CH:38]=1. The product is C(C1=CC=CC=C1)N1CC=C(CC1)C1=C(C=C(C=C1F)N1C(O[C@H](C1)CN(C(=O)OC(C)(C)C)C1=NSN=C1)=O)F (3-(4-(1-Benzyl-1,2,5,6-tetrahydropyrid-4-yl)-3,5-difluorophenyl)-5(R)-(N-(t-butoxycarbonyl)-1,2,5-thiadiazol-3-ylaminomethyl)oxazolidin-2-one). The reactants are O=C([O-])O, O=C([O-])[O-], O=C(NC1CCCCC1O)c1cnc(OCCCCCO)c(-c2ccc(Cl)cc2)c1, O=C1CCC(=O)N1Cl, ClCCl, [K+], [K+], [Na+], O=C(O)CC(O)(CC(=O)O)C(=O)O. The product is O=C(O)CCCCOc1ncc(C(=O)NC2CCCCC2O)cc1-c1ccc(Cl)cc1. RXN SMILES: [C:31]([O-:32])(=[O:33])[OH:34].[C:36](=[O:37])([O-:38])[O-:39].[Cl:1][c:2]1[cH:3][cH:4][c:5](-[c:8]2[c:9]([O:24][CH2:25][CH2:26][CH2:27][CH2:28][CH2:29][OH:30])[n:10][cH:11][c:12]([C:13](=[O:14])[NH:15][CH:16]3[CH:17]([OH:22])[CH2:18][CH2:19][CH2:20][CH2:21]3)[cH:23]2)[cH:6][cH:7]1.[Cl:42][N:43]1[C:44](=[O:45])[CH2:46][CH2:47][C:48]1=[O:49].[Cl:63][CH2:64][Cl:65].[K+:40].[K+:41].[Na+:35].[OH:50][C:51]([CH2:52][C:53]([C:54](=[O:55])[OH:56])([CH2:57][C:58](=[O:59])[OH:60])[OH:61])=[O:62]>>[Cl:1][c:2]1[cH:3][cH:4][c:5](-[c:8]2[c:9]([O:24][CH2:25][CH2:26][CH2:27][CH2:28][C:29](=[O:30])[OH:32])[n:10][cH:11][c:12]([C:13](=[O:14])[NH:15][CH:16]3[CH:17]([OH:22])[CH2:18][CH2:19][CH2:20][CH2:21]3)[cH:23]2)[cH:6][cH:7]1.